From a dataset of the Open Reaction Database (ORD), a public repository of structured organic reaction records. describe an organic reaction: reactants, conditions, products, and yield Reactants: Cl.CN1CCC(CC1)C1=CNC2=CC=C(C=C12)CCNS(=O)(=O)C (N-[2-[3-(1-Methyl-4-piperidinyl)-1H-indol-5-yl]ethyl]methanesulphonamide hydrochloride). The solvent is C([O-])([O-])=O.[Na+].[Na+] (sodium carbonate), Cl (hydrochloric acid). Product: Cl.CN1CCC(=CC1)C1=CNC2=CC=C(C=C12)CCNS(=O)(=O)C (N-[2-[3-(1,2,3,6-Tetrahydro-1-methyl-4-pyridinyl)-1H-indol-5-yl]ethyl]methanesulphonamide hydrochloride), base. RXN SMILES: [ClH:1].[CH3:2][N:3]1[CH2:8][CH2:7][CH:6]([C:9]2[C:17]3[C:12](=[CH:13][CH:14]=[C:15]([CH2:18][CH2:19][NH:20][S:21]([CH3:24])(=[O:23])=[O:22])[CH:16]=3)[NH:11][CH:10]=2)[CH2:5][CH2:4]1>Cl.C(=O)([O-])[O-].[Na+].[Na+]>[ClH:1].[CH3:2][N:3]1[CH2:4][CH:5]=[C:6]([C:9]2[C:17]3[C:12](=[CH:13][CH:14]=[C:15]([CH2:18][CH2:19][NH:20][S:21]([CH3:24])(=[O:23])=[O:22])[CH:16]=3)[NH:11][CH:10]=2)[CH2:7][CH2:8]1 |f:0.1,3.4.5,6.7|. Procedure details: The product of Stage (ii) (0.93 g) was dissolved in hydrochloric acid (2N, 15 ml) and the resulting solution was basified in sodium carbonate solution (2N) and extracted with ethyl acetate. The insoluble solid (title compound free base, 0.28 g) was filtered off and the combined organic extract was dried (MgSO4) and evaporated to dryness to give more title compound base as a solid (0.42 g) m.p. 198°-200°. A sample of this material (0.21 g) was dissolved in methanol (6 ml) and treated with etherea... Reactants: Cl.N[N+](=C(N)N)N (Diaminoguanidinium hydrochloride), NC(=O)N (urea). Reaction conditions: temperature 10 celsius. Product: N[N+](=C(N)N)N.NC(=O)N (Diaminoguanidinium Urea). RXN SMILES: Cl.[NH2:2][N+:3]([NH2:7])=[C:4]([NH2:6])[NH2:5].[NH2:8][C:9]([NH2:11])=[O:10]>>[NH2:2][N+:3]([NH2:7])=[C:4]([NH2:6])[NH2:5].[NH2:8][C:9]([NH2:11])=[O:10] |f:0.1,3.4|. Procedure: Diaminoguanidinium hydrochloride (13.0 g, 103.5 mmol) and urea (12.4 g, 207.1 mmol) were placed in a flask with stirring. The flask was heated to 10° C. and stirred until a melt was formed, at which time the mixture was cooled to room temperature and the product collected as a white solid.